From a dataset of the Open Reaction Database (ORD), a public repository of structured organic reaction records. describe an organic reaction: reactants, conditions, products, and yield Starting materials: CCC(CC)c1cc(C)nn2c(-c3sc(N4CCOCC4)nc3Br)c(C)nc12, C[O-], CO, [Cu]I, [Na+]. The product is CCC(CC)c1cc(C)nn2c(-c3sc(N4CCOCC4)nc3OC)c(C)nc12. RXN SMILES: [Br:1][c:2]1[n:3][c:4]([N:23]2[CH2:24][CH2:25][O:26][CH2:27][CH2:28]2)[s:5][c:6]1-[c:7]1[c:8]([CH3:22])[n:9][c:10]2[n:11]1[n:12][c:13]([CH3:21])[cH:14][c:15]2[CH:16]([CH2:17][CH3:18])[CH2:19][CH3:20].[CH3:29][O-:30].[CH3:34][OH:35].[Cu:32][I:33].[Na+:31]>>[c:2]1([O:30][CH3:29])[n:3][c:4]([N:23]2[CH2:24][CH2:25][O:26][CH2:27][CH2:28]2)[s:5][c:6]1-[c:7]1[c:8]([CH3:22])[n:9][c:10]2[n:11]1[n:12][c:13]([CH3:21])[cH:14][c:15]2[CH:16]([CH2:17][CH3:18])[CH2:19][CH3:20]. The reactants are [N+](=O)([O-])C=1C=CC2=C(C=CC(O2)(C)C)C1 (6-nitro-2,2-dimethyl-2H-benzopyran), Cl[Sn]Cl (SnCl2), [OH-].[Na+] (sodium hydroxide). Solvent: C(C)O (ethanol). Yields the product NC=1C=CC2=C(C=CC(O2)(C)C)C1 (6-Amino-2,2-dimethyl-2H-1-benzopyran). RXN SMILES: [N+:1]([C:4]1[CH:5]=[CH:6][C:7]2[O:12][C:11]([CH3:14])([CH3:13])[CH:10]=[CH:9][C:8]=2[CH:15]=1)([O-])=O.Cl[Sn]Cl.[OH-].[Na+]>C(O)C>[NH2:1][C:4]1[CH:5]=[CH:6][C:7]2[O:12][C:11]([CH3:13])([CH3:14])[CH:10]=[CH:9][C:8]=2[CH:15]=1 |f:2.3|. Procedure: A solution of 6-nitro-2,2-dimethyl-2H-benzopyran (prepared as described in Evans et al., J. Med. Chem.) (4.65 g, 22.66 mmoles) and SnCl2. 2H2O (25.57 g, 0.11 mole) in ethanol (46.5 ml) was heated at reflux for 45 minutes. The reaction mixture was poured onto ice/H2O (180 g), made basic (pH 10-11) with 50% sodium hydroxide solution, and extracted with ethyl acetate. The organic phase was washed with saturated sodium chloride solution, dried over sodium sulfate, and evaporated in vacuo to obtain 3... Reactants: N(N)CC1(C2=C(C=CC3=C1C=CC=C3)C=CC=C2)O (5-hydrazinomethyl-5H-dibenzo[a,d] cyclohepten-5-ol), C(C)(=O)OCC (ethyl acetate), [H][H] (hydrogen). The reagents and catalysts are [Pt](=O)=O (platinum dioxide). Solvent: C(C)(=O)O (acetic acid). The product is NCC1(C2=C(C=CC3=C1C=CC=C3)C=CC=C2)O (5-aminomethyl-5H-dibenzo[a,d] cyclohepten-5-ol). As a reaction SMILES: [NH:1]([CH2:3][C:4]1([OH:19])[C:10]2[CH:11]=[CH:12][CH:13]=[CH:14][C:9]=2[CH:8]=[CH:7][C:6]2[CH:15]=[CH:16][CH:17]=[CH:18][C:5]1=2)N.C(OCC)(=O)C.[H][H]>[Pt](=O)=O.C(O)(=O)C>[NH2:1][CH2:3][C:4]1([OH:19])[C:5]2[CH:18]=[CH:17][CH:16]=[CH:15][C:6]=2[CH:7]=[CH:8][C:9]2[CH:14]=[CH:13][CH:12]=[CH:11][C:10]1=2. Procedure details: A mixture of 6 g. of 5-hydrazinomethyl-5H-dibenzo[a,d] cyclohepten-5-ol, 160 mg. of platinum dioxide, 60 ml. of ethyl acetate and 60 ml. glacial acetic acid is hydrogenated at room temperature and about atmospheric pressure for 9 hours during which the uptake of hydrogen is about stoichimetric. The resulting mixture is filtered, evaporated in vacuo and the residue treated with 10% sodium bicarbonate solution and then with methylene chloride. The separated aqueous phase is extracted with methylen... The reactants are NC1=CC=CC(=N1)C(=O)C1=NC=C(C=C1NS(=O)(=O)C1=CC=C(C=C1)C(C)(C)C)Cl (N-[2-(6-Amino-pyridine-2-carbonyl)-5-chloro-pyridin-3-yl]-4-tert-butyl-benzenesulfonamide), CS(=O)(=O)Cl (methanesulfonyl chloride). The solvent is N1=CC=CC=C1 (pyridine). Run at temperature 70 celsius, time 2 hour. The product is C(C)(C)(C)C1=CC=C(C=C1)S(=O)(=O)NC=1C(=NC=C(C1)Cl)C(=O)C1=NC(=CC=C1)NS(=O)(=O)C (4-tert-Butyl-N-[5-chloro-2-(6-methanesulfonylamino-pyridine-2-carbonyl)-pyridin-3-yl]-benzenesulfonamide). As a reaction SMILES: [NH2:1][C:2]1[N:7]=[C:6]([C:8]([C:10]2[C:15]([NH:16][S:17]([C:20]3[CH:25]=[CH:24][C:23]([C:26]([CH3:29])([CH3:28])[CH3:27])=[CH:22][CH:21]=3)(=[O:19])=[O:18])=[CH:14][C:13]([Cl:30])=[CH:12][N:11]=2)=[O:9])[CH:5]=[CH:4][CH:3]=1.[CH3:31][S:32](Cl)(=[O:34])=[O:33]>N1C=CC=CC=1>[C:26]([C:23]1[CH:22]=[CH:21][C:20]([S:17]([NH:16][C:15]2[C:10]([C:8]([C:6]3[CH:5]=[CH:4][CH:3]=[C:2]([NH:1][S:32]([CH3:31])(=[O:34])=[O:33])[N:7]=3)=[O:9])=[N:11][CH:12]=[C:13]([Cl:30])[CH:14]=2)(=[O:18])=[O:19])=[CH:25][CH:24]=1)([CH3:27])([CH3:29])[CH3:28]. Reported procedure: N-[2-(6-Amino-pyridine-2-carbonyl)-5-chloro-pyridin-3-yl]-4-tert-butyl-benzenesulfonamide (52 mg, 0.1 mmol) in pyridine was treated with methanesulfonyl chloride (100 mg) and then stirred at 70° C. for 2 h. After evaporation of solvent under reduced pressure, to the mixture was added THF (5 mL), followed by NaOH (2 N, 2 mL) and stirred at room temperature for another 2 h. The mixture was dissolved in EtOAc and washed with 1 N HCl, NaHCO3 (saturated), brine, dried over MgSO4, concentrated under r... Reactants: ClC1=C(C(=O)OC)C=CC(=C1)B1OC(C(O1)(C)C)(C)C (methyl 2-chloro-4-(4,4,5,5-tetramethyl-1,3,2-dioxaborolane-2-yl)benzoate), BrC1=CC=CC=C1 (bromobenzene), 1,1-bis(diphenylphosphino)ferrocene dichloropalladium, C([O-])([O-])=O.[K+].[K+] (potassium carbonate), C(C)(=O)OCC (ethyl acetate). The solvent is C(OC)COC (dimethoxyethane), O (water). Yields the product ClC1=C(C(=O)OC)C=CC(=C1)C1=CC=CC=C1 (methyl 2-chloro-4-phenylbenzoate). Reaction SMILES: [Cl:1][C:2]1[CH:11]=[C:10](B2OC(C)(C)C(C)(C)O2)[CH:9]=[CH:8][C:3]=1[C:4]([O:6][CH3:7])=[O:5].Br[C:22]1[CH:27]=[CH:26][CH:25]=[CH:24][CH:23]=1.C(=O)([O-])[O-].[K+].[K+].C(OCC)(=O)C>C(COC)OC.O>[Cl:1][C:2]1[CH:11]=[C:10]([C:22]2[CH:27]=[CH:26][CH:25]=[CH:24][CH:23]=2)[CH:9]=[CH:8][C:3]=1[C:4]([O:6][CH3:7])=[O:5] |f:2.3.4|. Reported procedure: 0.30 g of methyl 2-chloro-4-(4,4,5,5-tetramethyl-1,3,2-dioxaborolane-2-yl)benzoate, 0.19 g of bromobenzene, 57mg of 1,1-bis(diphenylphosphino)ferrocene dichloropalladium and 0.55 g of potassium carbonate were dissolved in 15 ml dimethoxyethane, and the mixture was heated under reflux for 1 hour. After cooling the reaction solution to room temperature, ethyl acetate and water were added thereto. The mixture was filtered through Celite, and the mother liquor was extracted with ethyl acetate. The o... Starting materials: OCCCN1N=CC(=C1)C=1C=CC(=C2C(N(CC12)C)=O)NC1=NC(=NC=C1C(F)(F)F)NC1=C(C=C(CP(OCC)(OCC)=O)C=C1)OC (diethyl (4-{[4-({7-[1-(3-hydroxypropyl)-1H-pyrazol-4-yl]-2-methyl-3-oxo-2,3-dihydro-1H-isoindol-4-yl}amino)-5-(trifluoromethyl)pyrimidin-2-yl]amino}-3-methoxybenzyl)phosphonate), NC=1C=CC(=C2CN(C(C12)=O)C)C=1C=NN(C1)CCCCO (7-amino-4-[1-(4-hydroxybutyl)-1H-pyrazol-4-yl]-2-methyl-2,3-dihydro-1H-isoindol-1-one), NC=1C=CC(=C2CN(C(C12)=O)C)C=1C=NN(C1)CCCCO (7-amino-4-[1-(4-hydroxybutyl)-1H-pyrazol-4-yl]-2-methyl-2,3-dihydro-1H-isoindol-1-one). Product: OCCCCN1N=CC(=C1)C=1C=CC(=C2C(N(CC12)C)=O)NC1=NC(=NC=C1C(F)(F)F)NC1=C(C=C(CP(OCC)(OCC)=O)C=C1)OC (Diethyl (4-{[4-({7-[1-(4-hydroxybutyl)-1H-pyrazol-4-yl]-2-methyl-3-oxo-2,3-dihydro-1H-isoindol-4-yl}amino)-5-(trifluoromethyl)pyrimidin-2-yl]amino}-3-methoxybenzyl)phosphonate). Isolated yield 38.0%. Reaction SMILES: OCC[CH2:4][N:5]1[CH:9]=[C:8]([C:10]2[CH:11]=[CH:12][C:13]([NH:21][C:22]3[C:27]([C:28]([F:31])([F:30])[F:29])=[CH:26][N:25]=[C:24]([NH:32][C:33]4[CH:47]=[CH:46][C:36]([CH2:37][P:38](=[O:45])([O:42][CH2:43][CH3:44])[O:39][CH2:40][CH3:41])=[CH:35][C:34]=4[O:48][CH3:49])[N:23]=3)=[C:14]3[C:18]=2[CH2:17][N:16]([CH3:19])[C:15]3=[O:20])[CH:7]=[N:6]1.N[C:51]1C=CC(C2C=NN(CCCCO)C=2)=C2[C:59]=1[C:58](=[O:60])N(C)C2>>[OH:60][CH2:58][CH2:59][CH2:51][CH2:4][N:5]1[CH:9]=[C:8]([C:10]2[CH:11]=[CH:12][C:13]([NH:21][C:22]3[C:27]([C:28]([F:31])([F:30])[F:29])=[CH:26][N:25]=[C:24]([NH:32][C:33]4[CH:47]=[CH:46][C:36]([CH2:37][P:38](=[O:45])([O:42][CH2:43][CH3:44])[O:39][CH2:40][CH3:41])=[CH:35][C:34]=4[O:48][CH3:49])[N:23]=3)=[C:14]3[C:18]=2[CH2:17][N:16]([CH3:19])[C:15]3=[O:20])[CH:7]=[N:6]1. Procedure details: Prepared analogously to Compound 1B replacing Compound 1C with 7-amino-4-[1-(4-hydroxybutyl)-1H-pyrazol-4-yl]-2-methyl-2,3-dihydro-1H-isoindol-1-one (Compound 17C, 80 mg, 265 μmol) and to afford 73 mg of the title compound (38%). 1H NMR (400 MHz, CD3OD) δ 8.51 (d, J=8.3 Hz, 1H), 8.30 (s, 1H), 8.06 (s, 1H), 7.89 (s, 1H), 7.83 (d, J=4.8 Hz, 1H), 7.65 (d, J=8.6 Hz, 1H), 7.06 (s, 1H), 6.97 (d, J=8.1 Hz, 1H), 4.54 (s, 2H), 4.24 (t, J=7.1 Hz, 2H), 4.02-4.12 (m, 4H), 3.90 (s, 3H), 3.59 (t, J=6.4 Hz, 2H... Starting materials: C1(O)=CC=C(O)C=C1 (Hydroquinone), C1CO1 (ethylene oxide). Solvent: C(CC)O (n-propanol). Run at time 2 hour. The product is C1(O)=CC=C(O)C=C1.C1CO1 (Hydroquinone ethylene oxide). Reaction SMILES: [C:1]1([CH:8]=[CH:7][C:5]([OH:6])=[CH:4][CH:3]=1)[OH:2].[CH2:9]1[O:11][CH2:10]1>C(O)CC>[C:1]1([CH:8]=[CH:7][C:5]([OH:6])=[CH:4][CH:3]=1)[OH:2].[CH2:10]1[O:11][CH2:9]1 |f:3.4|. Procedure details: Hydroquinone (30 g) was dissolved in n-propanol (70 ml) at 70° C. The hot solution was introduced into the high pressure autoclave. The solution was subjected to compressed ethylene oxide of 300 bar. The high pressure autoclave was kept for 2 h at 80° C. The solution was then cooled down to room temperature within 5 days. The crystals were filtered off and washed 4 times with cold n-propanol (5 ml). The crystals were then dried in the drying cabinet at 70° C. Reactants: CS(=O)(=O)OCCC1=C(C=CC=C1)Br (2-(2-bromophenyl)ethyl methanesulfonate), C(CCCC)N (1-pentanamine), C([O-])([O-])=O.[K+].[K+] (potassium carbonate), O1CCCC1 (tetrahydrofuran). Run in C(C)(=O)OCC (ethyl acetate), O (water). Reaction conditions: time 5 minute. Product: BrC1=C(C=CC=C1)CCNCCCCC (N-[2-(2-bromophenyl)ethyl]pentan-1-amine). As a reaction SMILES: CS(O[CH2:6][CH2:7][C:8]1[CH:13]=[CH:12][CH:11]=[CH:10][C:9]=1[Br:14])(=O)=O.[CH2:15]([NH2:20])[CH2:16][CH2:17][CH2:18][CH3:19].C(=O)([O-])[O-].[K+].[K+].O1CCCC1>C(OCC)(=O)C.O>[Br:14][C:9]1[CH:10]=[CH:11][CH:12]=[CH:13][C:8]=1[CH2:7][CH2:6][NH:20][CH2:15][CH2:16][CH2:17][CH2:18][CH3:19] |f:2.3.4|. Procedure details: 7 g of 2-(2-bromophenyl)ethyl methanesulfonate, 14.5 cm3 of 1-pentanamine, 17.33 g of potassium carbonate and 200 cm3 of tetrahydrofuran are stirred at a temperature between 65° C. and 70° C. under an inert atmosphere for 72 h. The reaction mixture is brought to 30° C. in order to be poured over a mixture of water, ice and ethyl acetate. The phases are stirred for 5 min, then are separated. The aqueous phase is extracted 3 times with ethyl acetate. The organic phases are combined, washed with a ... Starting materials: C(Cl)Cl.CCOCC (methylene chloride ether), C(C)OCC.CCCCCC (ethyl ether hexane), C(#N)C=1C=C(C=CC1)C1C(=C(NC=2CCCC(C12)=O)C(F)(F)F)C(=O)O ((-)-4-(3-cyanophenyl)-2-trifluoromethyl-5-oxo-1,4,5,6,7,8-hexahydroquinoline-3-carboxylic acid), O (water). Solvent: CN1C(CCC1)=O (N-methylpyrrolidin-2-one). Product: C(#N)C=1C=C(C=CC1)C1C=C(NC=2CCCC(C12)=O)C(F)(F)F ((-)-4-(3-Cyanophenyl)-2-trifluoromethyl-4,6,7,8-tetrahydro-5 (1H)-quinolone). Yield: 99.0%. RXN SMILES: [C:1]([C:3]1[CH:4]=[C:5]([CH:9]2[C:18]3[C:17](=[O:19])[CH2:16][CH2:15][CH2:14][C:13]=3[NH:12][C:11]([C:20]([F:23])([F:22])[F:21])=[C:10]2C(O)=O)[CH:6]=[CH:7][CH:8]=1)#[N:2].O.C(Cl)Cl.CCOCC.C(OCC)C.CCCCCC>CN1CCCC1=O>[C:1]([C:3]1[CH:4]=[C:5]([CH:9]2[C:18]3[C:17](=[O:19])[CH2:16][CH2:15][CH2:14][C:13]=3[NH:12][C:11]([C:20]([F:23])([F:21])[F:22])=[CH:10]2)[CH:6]=[CH:7][CH:8]=1)#[N:2] |f:2.3,4.5|. Reported procedure: A stirred solution of (-)-4-(3-cyanophenyl)-2-trifluoromethyl-5-oxo-1,4,5,6,7,8-hexahydroquinoline-3-carboxylic acid (3.93 g, 10.85 mmol) in N-methylpyrrolidin-2-one (24 mL) was placed in a preheated oil bath at 210° C. for 20 minutes. The cooled reaction mixture was then poured into water (200 mL) and extracted twice with ethyl ether. The combined ether extracts were washed twice with water, dried (MgSO4), filtered and the solvent removed to yield an off-white solid. Chromatography (eluent: met... Starting materials: CN(C=O)C (dimethylformamide), ice water, BrC1=C(C=CC(=C1)F)C (2-bromo-4-fluorotoluene), solution, C(CCC)[Li] (butyllithium). The solvent is O1CCCC1 (tetrahydrofuran), O1CCCC1 (tetrahydrofuran), CCCCCC (hexane). Run at temperature 0 celsius. Product: FC=1C=CC(=C(C=O)C1)C (5-fluoro-2-methylbenzaldehyde). Yield: 98.4%. Reaction SMILES: Br[C:2]1[CH:7]=[C:6]([F:8])[CH:5]=[CH:4][C:3]=1[CH3:9].C([Li])CCC.CN(C)[CH:17]=[O:18]>O1CCCC1.CCCCCC>[F:8][C:6]1[CH:5]=[CH:4][C:3]([CH3:9])=[C:2]([CH:7]=1)[CH:17]=[O:18]. Reported procedure: A solution of 2-bromo-4-fluorotoluene (16.0 g) in anhydrous tetrahydrofuran was treated dropwise at −78° C. with a 1.6 M solution of butyllithium in hexane (55.5 ml). At the same temperature, the mixture was stirred and treated dropwise with a solution of dimethylformamide (6.8 g) in tetrahydrofuran (20 ml). After being allowed to warm to 0° C., the reaction mixture was combined with ice-water. The reaction mixture was extracted with ethyl acetate, and the organic layer was washed successively w...